Dataset: the Open Reaction Database (ORD), a public repository of structured organic reaction records. Task: describe an organic reaction: reactants, conditions, products, and yield The reactants are BrC=1C=C2C=CCC2=CC1 (5-bromoindene), C1(=CC=CC=C1)[Mg]Br (phenylmagnesium bromide). Reagents/catalysts: C1=CC=C(C=C1)P(CCP(C2=CC=CC=C2)C3=CC=CC=C3)C4=CC=CC=C4.Cl[Ni]Cl ([1,2-bis(diphenylphosphino)ethane]nickel(II) chloride). The solvent is C(C)OCC (diethyl ether). Run at temperature 10 celsius. The product is C1(=CC=CC=C1)C=1C=C2C=CCC2=CC1 (5-Phenylindene). Reaction SMILES: Br[C:2]1[CH:3]=[C:4]2[C:8](=[CH:9][CH:10]=1)[CH2:7][CH:6]=[CH:5]2.[C:11]1([Mg]Br)[CH:16]=[CH:15][CH:14]=[CH:13][CH:12]=1>C1C=CC(P(C2C=CC=CC=2)CCP(C2C=CC=CC=2)C2C=CC=CC=2)=CC=1.Cl[Ni]Cl.C(OCC)C>[C:11]1([C:2]2[CH:3]=[C:4]3[C:8](=[CH:9][CH:10]=2)[CH2:7][CH:6]=[CH:5]3)[CH:16]=[CH:15][CH:14]=[CH:13][CH:12]=1 |f:2.3|. Reported procedure: A dry 100 mL three-neck round bottom flask equipped with a condenser, magnetic stir bar, thermometer, and a nitrogen inlet was charged with 5-bromoindene (99+% purity, 9.65 g, 50 mmol), diethyl ether (anhydrous, 60 mL), and phenylmagnesium bromide (18.0 mL 3M in diethyl ether, 54 mmol). The mixture was chilled to 10° C. and [1,2-bis(diphenylphosphino)ethane]nickel(II) chloride (0.1 g, 0.2 mmol) was added. The reaction mixture was warmed gradually to reflux. As the reaction progressed the clear s... Reactants: Cc1nc(-n2cc(C(=O)O)nn2)sc1C(=O)NCc1ccccc1, Cc1nc(-n2nnc(C(=O)O)c2C)sc1C(=O)NCc1ccccc1, NCc1ccccc1. The product is Cc1nc(-n2nnc(C(=O)NCc3ccccc3)c2C)sc1C(=O)NCc1ccccc1. RXN SMILES: [CH2:1]([c:2]1[cH:3][cH:4][cH:5][cH:6][cH:7]1)[NH:8][C:9]([c:10]1[s:11][c:12](-[n:13]2[cH:14][c:15]([C:16]([OH:17])=[O:18])[n:19][n:20]2)[n:21][c:22]1[CH3:23])=[O:24].[CH2:25]([c:26]1[cH:27][cH:28][cH:29][cH:30][cH:31]1)[NH:32][C:33](=[O:34])[c:35]1[c:36]([CH3:49])[n:37][c:38](-[n:40]2[n:41][n:42][c:43]([C:46](=[O:47])[OH:48])[c:44]2[CH3:45])[s:39]1.[NH2:50][CH2:51][c:52]1[cH:53][cH:54][cH:55][cH:56][cH:57]1>>[CH2:1]([c:2]1[cH:3][cH:4][cH:5][cH:6][cH:7]1)[NH:8][C:46]([c:43]1[n:42][n:41][n:40](-[c:38]2[n:37][c:36]([CH3:49])[c:35]([C:33]([NH:32][CH2:25][c:26]3[cH:27][cH:28][cH:29][cH:30][cH:31]3)=[O:34])[s:39]2)[c:44]1[CH3:45])=[O:48]. The reactants are [Li]CCCC (nBuLi), C1(C=CCC1)=O (cyclopentenone), LaCl3, [NH4+].[Cl-] (NH4Cl). The solvent is O (water). Conditions: time 2 minute. Yields the product C(CCC)C1(CCCC1)O (1-butyl-cyclopentanol). Isolated yield 97.7%. As a reaction SMILES: [Li][CH2:2][CH2:3][CH2:4][CH3:5].[C:6]1(=[O:11])[CH2:10][CH2:9][CH:8]=[CH:7]1.[NH4+].[Cl-]>O>[CH2:2]([C:6]1([OH:11])[CH2:10][CH2:9][CH2:8][CH2:7]1)[CH2:3][CH2:4][CH3:5] |f:2.3|. Procedure: nBuLi (1.00 mL; 1.50 mmol; 1.00 equiv) was added to a solution of cyclopentenone (84 mg; 1.0 mmol) in the presence of LaCl3.2LiCl (0.33 M; 3.03 mL, 1.00 mmol, 1.00 equiv) at 0° C. After 2 min, sat. aq. NH4Cl (2 mL) and water (2 mL) was added and the aqueous layer was extracted with ether (4×10 mL). The combined extracts were dried (Na2SO4). Careful evaporation under reduced pressure afforded analytically clean 1-butylcyclopentanol (8) as colorless oil (139 mg, 98%). The analytical data were foun... Reactants: hydroxy aldehyde, N1=C(C=CC=C1C)C (2,6-lutidine), [Si](C)(C)(C)OS(=O)(=O)C(F)(F)F (TMSOTf). The solvent is ClCCCl (1,2-dichloroethane), C(C)OCC (ethyl ether). Run at temperature 70 celsius. Yields the product [Si](C)(C)(C)O[Si](C)(C)C (TMS ether). Yield: 42.1%. As a reaction SMILES: N1C(C)=CC=CC=1C.[Si:9]([O:13]S(C(F)(F)F)(=O)=O)([CH3:12])([CH3:11])[CH3:10]>ClCCCl.C(OCC)C>[Si:9]([O:13][Si:9]([CH3:12])([CH3:11])[CH3:10])([CH3:12])([CH3:11])[CH3:10]. Procedure: To a solution of hydroxy aldehyde 54 (21 mg, 41 μmol) in 1,2-dichloroethane (4 mL) was added 2,6-lutidine (72 μL, 620 μmol) and TMSOTf (79 μL, 410 μmol). The mixture was heated at 70° C. for 4.5 h before being cooled, diluted with ethyl ether (50 mL), washed with CuSO4 (20 mL), NaHCO3 (20 mL) and dried (MgSO4). Concentration under reduced pressure and purification by flash chromatography (silica gel, 10% ethyl acetate in toluene) gave pure silyl ether 55 (14 mg; 60%): Colorless oil; Rf =0.29 (si... Reactants: C(C)(=O)OCCC1=CC=C(C=C1)OCC(C)=O (2-[4-(2-oxopropoxy)phenyl]ethyl acetate), C(#N)[BH3-].[Na+] (sodium cyanoborohydride), NCC(O)C1=CC(=CC=C1)Cl (2-amino-1-(3-chlorophenyl)ethanol), C1=CC=CC=C1 (benzene). The solvent is C(C)(C)O (isopropanol). Product: C(C)(=O)OCCC1=CC=C(OCC(C)NCC(O)C2=CC(=CC=C2)Cl)C=C1 (2-{2-[4-(2-Acetoxyethyl)phenoxy]-1-methylethyl}amino-1-(3-chlorophenyl)ethanol). Isolated yield 14.8%. As a reaction SMILES: [C:1]([O:4][CH2:5][CH2:6][C:7]1[CH:12]=[CH:11][C:10]([O:13][CH2:14][C:15](=O)[CH3:16])=[CH:9][CH:8]=1)(=[O:3])[CH3:2].[NH2:18][CH2:19][CH:20]([C:22]1[CH:27]=[CH:26][CH:25]=[C:24]([Cl:28])[CH:23]=1)[OH:21].C1C=CC=CC=1.C([BH3-])#N.[Na+]>C(O)(C)C>[C:1]([O:4][CH2:5][CH2:6][C:7]1[CH:8]=[CH:9][C:10]([O:13][CH2:14][CH:15]([NH:18][CH2:19][CH:20]([C:22]2[CH:27]=[CH:26][CH:25]=[C:24]([Cl:28])[CH:23]=2)[OH:21])[CH3:16])=[CH:11][CH:12]=1)(=[O:3])[CH3:2] |f:3.4|. Procedure details: Following a procedure similar to that described in Example 6, but using 2 g of 2-[4-(2-oxopropoxy)phenyl]ethyl acetate (prepared as described in Preparation 37), 1.45 g of 2-amino-1-(3-chlorophenyl)ethanol (prepared as described in Preparation 8), 60 ml of dry benzene, 50 ml of absolute isopropanol and 2.06 g of sodium cyanoborohydride, and then purifying the reaction product by column chromatography through silica gel, using a 1:1 by volume mixture of ethyl acetate and hexane as the eluent, 0.4... The reactants are C(C)OC(=O)C1=C(N=C(S1)C1=CC=CC=C1)CN(CC(=O)OCC)CC1=C(C=C(C=C1)OC)OC (4-{[(2,4-dimethoxy-benzyl)-ethoxycarbonylmethyl-amino]-methyl}-2-phenyl-thiazole-5-carboxylic acid ethyl ester), CC(C)([O-])C.[K+] (potassium tert-butoxide). Solvent: C1CCOC1 (THF), C1CCOC1 (THF). Conditions: temperature -78 celsius, time 20 minute. The product is C(C)OC(=O)C1C(C2=C(CN1CC1=C(C=C(C=C1)OC)OC)N=C(S2)C2=CC=CC=C2)=O (5-(2,4-dimethoxy-benzyl)-7-oxo-2-phenyl-4,5,6,7-tetrahydro-thiazolo[4,5-c]pyridine-6-carboxylic acid ethyl ester). Yield: 102.3%. Reaction SMILES: C([O:3][C:4]([C:6]1[S:10][C:9]([C:11]2[CH:16]=[CH:15][CH:14]=[CH:13][CH:12]=2)=[N:8][C:7]=1[CH2:17][N:18]([CH2:25][C:26]1[CH:31]=[CH:30][C:29]([O:32][CH3:33])=[CH:28][C:27]=1[O:34][CH3:35])[CH2:19][C:20]([O:22][CH2:23][CH3:24])=[O:21])=O)C.CC(C)([O-])C.[K+]>C1COCC1>[CH2:23]([O:22][C:20]([CH:19]1[N:18]([CH2:25][C:26]2[CH:31]=[CH:30][C:29]([O:32][CH3:33])=[CH:28][C:27]=2[O:34][CH3:35])[CH2:17][C:7]2[N:8]=[C:9]([C:11]3[CH:16]=[CH:15][CH:14]=[CH:13][CH:12]=3)[S:10][C:6]=2[C:4]1=[O:3])=[O:21])[CH3:24] |f:1.2|. Procedure details: A yellow solution of 4-{[(2,4-dimethoxy-benzyl)-ethoxycarbonylmethyl-amino]-methyl}-2-phenyl-thiazole-5-carboxylic acid ethyl ester (5.60 g, 0.01 mol) in THF (45 mL) was added 1 M potassium tert-butoxide (KOtBu) in THF (24.7 mL, 0.02 mmol) at −78° C., a dark red suspension quickly appeared. The mixture was stirred at −78° C. for 20 min, warmed to room temperature and stirred at that temperature for 2 h before it was quenched with aqueous ammonium chloride, extracted with ethyl acetate. The organ... Reactants: Cc1cccc2nc(C(CCCCNC(=O)OCc3ccccc3)Nc3ncnc4[nH]cnc34)n(-c3ccccc3)c(=O)c12, CCO, [H][H]. The product is Cc1cccc2nc(C(CCCCN)Nc3ncnc4[nH]cnc34)n(-c3ccccc3)c(=O)c12. As a reaction SMILES: [CH2:1]([O:2][C:3](=[O:4])[NH:10][CH2:11][CH2:12][CH2:13][CH2:14][CH:15]([NH:16][c:17]1[c:18]2[n:19][cH:20][nH:21][c:22]2[n:23][cH:24][n:25]1)[c:26]1[n:27][c:28]2[cH:29][cH:30][cH:31][c:32]([CH3:43])[c:33]2[c:34](=[O:42])[n:35]1-[c:36]1[cH:37][cH:38][cH:39][cH:40][cH:41]1)[c:5]1[cH:6][cH:7][cH:8][cH:9][cH:44]1.[CH3:47][CH2:48][OH:49].[H:45][H:46]>>[NH2:10][CH2:11][CH2:12][CH2:13][CH2:14][CH:15]([NH:16][c:17]1[c:18]2[n:19][cH:20][nH:21][c:22]2[n:23][cH:24][n:25]1)[c:26]1[n:27][c:28]2[cH:29][cH:30][cH:31][c:32]([CH3:43])[c:33]2[c:34](=[O:42])[n:35]1-[c:36]1[cH:37][cH:38][cH:39][cH:40][cH:41]1. The reactants are O=C(O)C=CC(=O)O, O=C(O)C=CC(=O)O, COc1ccc(C(O)(CCN(C)CCN(C)Cc2ccccc2)c2ccccc2)cc1, Cl. Product: O=C(O)C=CC(=O)O, O=C(O)C=CC(=O)O, COc1ccc(C(=CCN(C)CCN(C)Cc2ccccc2)c2ccccc2)cc1. Reaction SMILES: [C:1]([CH:2]=[CH:3][C:4](=[O:5])[OH:6])(=[O:7])[OH:8].[C:9]([CH:10]=[CH:11][C:12](=[O:13])[OH:14])(=[O:15])[OH:16].[CH3:17][N:18]([CH2:19][CH2:20][N:21]([CH2:22][CH2:23][C:24]([OH:25])([c:26]1[cH:27][cH:28][c:29]([O:32][CH3:33])[cH:30][cH:31]1)[c:34]1[cH:35][cH:36][cH:37][cH:38][cH:39]1)[CH3:40])[CH2:41][c:42]1[cH:43][cH:44][cH:45][cH:46][cH:47]1.[ClH:48]>>[C:1]([CH:2]=[CH:3][C:4](=[O:5])[OH:6])(=[O:7])[OH:8].[C:9]([CH:10]=[CH:11][C:12](=[O:13])[OH:14])(=[O:15])[OH:16].[CH3:17][N:18]([CH2:19][CH2:20][N:21]([CH2:22][CH:23]=[C:24]([c:26]1[cH:27][cH:28][c:29]([O:32][CH3:33])[cH:30][cH:31]1)[c:34]1[cH:35][cH:36][cH:37][cH:38][cH:39]1)[CH3:40])[CH2:41][c:42]1[cH:43][cH:44][cH:45][cH:46][cH:47]1. Reactants: [N-]=[N+]=[N-] (azide), Cl (hydrochloric acid), O=C1NN=C(C=C1C(=O)NN)C1=CC=NC=C1 (2,3-dihydro-3-oxo-6-(4-pyridinyl)-4-pyridazinecarboxylic acid hydrazide), Cl.O=C1NN=C(C=C1C(=O)N=[N+]=[N-])C1=CC=NC=C1 (2,3-dihydro-3-oxo-6-(4-pyridinyl)-4-pyridazinecarboxylic acid azide monohydrochloride), [N-]=[N+]=[N-] (azide), Cl (monohydrochloride), N(=O)[O-].[Na+] (sodium nitrite). The solvent is O (water). Product: NC=1C(NN=C(C1)C1=CC=NC=C1)=O (4-Amino-6-(4-pyridinyl)-3(2H)-pyridazinone). RXN SMILES: [N-:1]=[N+]=[N-].Cl.[O:5]=[C:6]1[C:11](C(NN)=O)=[CH:10][C:9]([C:16]2[CH:21]=[CH:20][N:19]=[CH:18][CH:17]=2)=[N:8][NH:7]1.N([O-])=O.[Na+].Cl.O=C1C(C(N=[N+]=[N-])=O)=CC(C2C=CN=CC=2)=NN1>O>[NH2:1][C:11]1[C:6](=[O:5])[NH:7][N:8]=[C:9]([C:16]2[CH:21]=[CH:20][N:19]=[CH:18][CH:17]=2)[CH:10]=1 |f:3.4,5.6|. Reported procedure: The above procedure of Example G-1 first procedes through the acid azide as seen by the following isolation of the acid azide as its monohydrochloride: To a solution chilled in an ice bath and containing 3.0 g. of 2,3-dihydro-3-oxo-6-(4-pyridinyl)-4-pyridazinecarboxylic acid hydrazide and 60 ml. of 6 N hydrochloric acid was added dropwise with stirring a solution containing 3.0 g. of sodium nitrite in 10 ml. of water over a 30 minute period. The reaction mixture was then stirred for an additiona...